Dataset: the Open Reaction Database (ORD), a public repository of structured organic reaction records. Task: describe an organic reaction: reactants, conditions, products, and yield Starting materials: BrC=1C(=CC=2C(CCC(C2C1)(C)C)(C)C)O (3-bromo-5,6,7,8-tetrahydro-5,5,8,8-tetramethyl-2-naphthol), IC1=CC=C(C(=O)OC)C=C1 (methyl 4-iodobenzoate), methyl ester. The product is BrC=1C(=CC=2C(CCC(C2C1)(C)C)(C)C)OC1=CC=C(C(=O)OC)C=C1 (methyl 4-(3-bromo-5,6,7,8-tetrahydro-5,5,8,8-tetramethyl-2-naphthyloxy)benzoate). As a reaction SMILES: [Br:1][C:2]1[C:3]([OH:16])=[CH:4][C:5]2[C:6]([CH3:15])([CH3:14])[CH2:7][CH2:8][C:9]([CH3:13])([CH3:12])[C:10]=2[CH:11]=1.I[C:18]1[CH:27]=[CH:26][C:21]([C:22]([O:24][CH3:25])=[O:23])=[CH:20][CH:19]=1>>[Br:1][C:2]1[C:3]([O:16][C:18]2[CH:27]=[CH:26][C:21]([C:22]([O:24][CH3:25])=[O:23])=[CH:20][CH:19]=2)=[CH:4][C:5]2[C:6]([CH3:15])([CH3:14])[CH2:7][CH2:8][C:9]([CH3:12])([CH3:13])[C:10]=2[CH:11]=1. Procedure: In the manner similar to Example 1(a), by the reaction of 1 g (3.5 mmol) of 3-bromo-5,6,7,8-tetrahydro-5,5,8,8-tetramethyl-2-naphthol with 770 mg (2.94 mmol) of methyl 4-iodobenzoate, 700 mg (58%) of the expected methyl ester of melting point 135-6° C. were obtained. Starting materials: C(C)OC(=O)C1=NC(=CC=C1)SCC(C)=O (6-(2-oxo-propylsulfanyl)-pyridine-2-carboxylic acid ethyl ester), Cl.ClC=1C(=C(C=CC1)NN)F (3-chloro-2-fluorophenylhydrazine hydrochloride). Product: C(C)OC(=O)C1=NC(=CC=C1)SC1=C(NC2=C(C(=CC=C12)Cl)F)C (6-(6-Chloro-7-fluoro-2-methyl-1H-indol-3-ylsulfanyl)-pyridine-2-carboxylic acid ethyl ester). RXN SMILES: [CH2:1]([O:3][C:4]([C:6]1[CH:11]=[CH:10][CH:9]=[C:8]([S:12][CH2:13][C:14](=O)[CH3:15])[N:7]=1)=[O:5])[CH3:2].Cl.[Cl:18][C:19]1[C:20]([F:27])=[C:21]([NH:25]N)[CH:22]=[CH:23][CH:24]=1>>[CH2:1]([O:3][C:4]([C:6]1[CH:11]=[CH:10][CH:9]=[C:8]([S:12][C:13]2[C:22]3[C:21](=[C:20]([F:27])[C:19]([Cl:18])=[CH:24][CH:23]=3)[NH:25][C:14]=2[CH3:15])[N:7]=1)=[O:5])[CH3:2] |f:1.2|. Reported procedure: Prepared according to the procedure described in Example 1, Step 4, using the following starting materials: 6-(2-oxo-propylsulfanyl)-pyridine-2-carboxylic acid ethyl ester and 3-chloro-2-fluorophenylhydrazine hydrochloride. Starting materials: NC1=NC=CC=C1C=O (2-aminopyridine-3-carbaldehyde), NC=1C(=C(C#N)C=CC1)O (3-amino-2-hydroxy-benzonitrile). The solvent is CO (methanol). Reaction conditions: temperature 50 celsius, time 8 hour. Product: NC1=NC=CC=C1C1OC2=C(N1)C=CC=C2C#N (2-(2-amino-3-pyridyl)-2,3-dihydro-1,3-benzoxazole-7-carbonitrile). The yield is 100.0%. Reaction SMILES: [NH2:1][C:2]1[C:7]([CH:8]=[O:9])=[CH:6][CH:5]=[CH:4][N:3]=1.[NH2:10][C:11]1[C:12](O)=[C:13]([CH:16]=[CH:17][CH:18]=1)[C:14]#[N:15]>CO>[NH2:1][C:2]1[C:7]([CH:8]2[NH:10][C:11]3[CH:18]=[CH:17][CH:16]=[C:13]([C:14]#[N:15])[C:12]=3[O:9]2)=[CH:6][CH:5]=[CH:4][N:3]=1. Procedure details: A mixture of 2-aminopyridine-3-carbaldehyde (300 mg) and 3-amino-2-hydroxy-benzonitrile (330 mg) in methanol (10 ml) was stirred at 50° C. for overnight. The resulting suspension was concentrated to dryness to afford 2-(2-amino-3-pyridyl)-2,3-dihydro-1,3-benzoxazole-7-carbonitrile (585 mg) as a pale brown solid, which was used without further purification. 2-(2-amino-3-pyridyl)-2,3-dihydro-1,3-benzoxazole-7-carbonitrile (585 mg) and manganese dioxide (4269 mg) in dichloromethane (50 ml) was stir...